Dataset: the Open Reaction Database (ORD), a public repository of structured organic reaction records. Task: describe an organic reaction: reactants, conditions, products, and yield Reactants: CCOC(=O)C(C)(C)CCCBr, CCO, [K+], NC(N)=S, [OH-]. The product is CCOC(=O)C(C)(C)CCCS. As a reaction SMILES: [Br:1][CH2:2][CH2:3][CH2:4][C:5]([C:6](=[O:7])[O:8][CH2:9][CH3:10])([CH3:11])[CH3:12].[CH3:19][CH2:20][OH:21].[K+:18].[NH2:13][C:14]([NH2:15])=[S:16].[OH-:17]>>[CH2:2]([CH2:3][CH2:4][C:5]([C:6](=[O:7])[O:8][CH2:9][CH3:10])([CH3:11])[CH3:12])[SH:16]. Reagents/catalysts: [Fe] (iron), [Fe] (iron). The reactants are Cl (hydrochloric acid), [N+](=O)([O-])C1=C(N)C=C(C=C1)N1C=CC(C=C1)=O (2-nitro-5-(4-oxo-4H-pyridin-1-yl)-aniline), resultant mixture, O (water), Cl (hydrochloric acid), resultant mixture. The yield is 86.2%. Run in C(C)O (ethanol). Reported procedure: First, 5.515 g of 2-nitro-5-(4-oxo-4H-pyridin-1-yl)-aniline was added to a suspension containing 7.975 g of iron powder, 20 ml of water, and 78 ml of ethanol, followed by adding 2 ml of 2N hydrochloric acid. The resultant mixture was refluxed by heating for 6 hours. Then, 1.092 g of iron powder and 2 ml of 2N hydrochloric acid were added to the mixture. The resultant mixture was refluxed for another 1 hour. After the reaction, the reaction mixture was hot filtered using celite, and a residue on ... As a reaction SMILES: [N+:1]([C:4]1[CH:10]=[CH:9][C:8]([N:11]2[CH:16]=[CH:15][C:14](=[O:17])[CH:13]=[CH:12]2)=[CH:7][C:5]=1[NH2:6])([O-])=O.O.Cl>[Fe].C(O)C>[O:17]=[C:14]1[CH:15]=[CH:16][N:11]([C:8]2[CH:9]=[CH:10][C:4]([NH2:1])=[C:5]([NH2:6])[CH:7]=2)[CH:12]=[CH:13]1. The product is O=C1C=CN(C=C1)C1=CC(=C(C=C1)N)N (4-(4-Oxo-4H-pyridin-1-yl)-1,2-phenylenediamine).